This data is from the Open Reaction Database (ORD), a public repository of structured organic reaction records. The task is: describe an organic reaction: reactants, conditions, products, and yield Reactants: CN1CCC(CC1)CN, C1=CC(=CC(=C1)OC(F)(F)F)C2=CN=C3N2N=C(C=C3)Cl.Cl. The reagents and catalysts are CC(C)(C)[O-].[Na+], CN(C)C1=CC=CC=C1C2=CC=CC=C2P(C3CCCCC3)C4CCCCC4, C1=CC=C(C=C1)/C=C/C(=O)/C=C/C2=CC=CC=C2.C1=CC=C(C=C1)/C=C/C(=O)/C=C/C2=CC=CC=C2.C1=CC=C(C=C1)/C=C/C(=O)/C=C/C2=CC=CC=C2.[Pd].[Pd]. The solvent is CC1=CC=CC=C1. Run at temperature 110 celsius. Product: CN1CCC(CC1)CNC2=NN3C(=NC=C3C4=CC(=CC=C4)OC(F)(F)F)C=C2. Isolated yield 55.6%. Procedure: A 100 mL round bottom flask was charged with a magnetic stir bar, toluene (17.45 mL), 6-chloro-3-(3-(trifluoromethoxy)phenyl)imidazo[1,2-b]pyridazine hydrochloride (550 mg, 1.57 mmol) (EN02141-06), Pd2dba3 (144 mg, 0.16 mmol), 2'-(dicyclohexylphosphino)-N,N-dimethylbiphenyl-2-amine (185 mg, 0.47 mmol),sodium tert-butoxide (604 mg, 6.28 mmol), and (1-methylpiperidin-4-yl)methanamine (302 mg, 2.36 mmol). The mixture was degassed with argon, the vessel fitted with a reflux condenser, and then place... The reactants are CCc1cc(OCOCC[Si](C)(C)C)c(F)cc1-c1ccc2c(C#N)nn(C3CCCCO3)c2c1, C[O-], CO, [Na+]. Product: CCc1cc(OCOCC[Si](C)(C)C)c(F)cc1-c1ccc2c(C(=N)OC)nn(C3CCCCO3)c2c1. RXN SMILES: [CH2:1]([CH3:2])[c:3]1[c:4](-[c:19]2[cH:20][cH:21][c:22]3[c:23]([C:34]#[N:35])[n:24][n:25]([CH:28]4[O:29][CH2:30][CH2:31][CH2:32][CH2:33]4)[c:26]3[cH:27]2)[cH:5][c:6]([F:18])[c:7]([O:9][CH2:10][O:11][CH2:12][CH2:13][Si:14]([CH3:15])([CH3:16])[CH3:17])[cH:8]1.[CH3:36][O-:37].[CH3:39][OH:40].[Na+:38]>>[CH2:1]([CH3:2])[c:3]1[c:4](-[c:19]2[cH:20][cH:21][c:22]3[c:23]([C:34](=[NH:35])[O:37][CH3:36])[n:24][n:25]([CH:28]4[O:29][CH2:30][CH2:31][CH2:32][CH2:33]4)[c:26]3[cH:27]2)[cH:5][c:6]([F:18])[c:7]([O:9][CH2:10][O:11][CH2:12][CH2:13][Si:14]([CH3:15])([CH3:16])[CH3:17])[cH:8]1.